Dataset: the Open Reaction Database (ORD), a public repository of structured organic reaction records. Task: describe an organic reaction: reactants, conditions, products, and yield Reactants: Cl.ClC1=C(C(=CC=C1)Cl)C(=O)NC1=CC=C(C[C@H](N)C(=O)O)C=C1 (4-[[(2,6-dichlorophenyl)carbonyl]amino]-L-phenylalanine hydrochloride salt), C1=CC=CC=2C3=CC=CC=C3C(C12)COC(=O)ON1C(CCC1=O)=O (N-(9-fluorenylmethoxycarbonyloxy)succinimide), C([O-])([O-])=O.[Na+].[Na+] (sodium carbonate), O1CCOCC1 (dioxane). Solvent: O (water). Reaction conditions: time 15 hour. The product is ClC1=C(C(=CC=C1)Cl)C(=O)NC1=CC=C(C[C@H](NC(=O)OCC2C3=CC=CC=C3C=3C=CC=CC23)C(=O)O)C=C1 (4-[[(2,6-Dichlorophenyl)Carbonyl]Amino]-N-[(9H-Fluoren-9-ylmethoxy)Carbonyl]-L-phenylalanine). As a reaction SMILES: Cl.[Cl:2][C:3]1[CH:8]=[CH:7][CH:6]=[C:5]([Cl:9])[C:4]=1[C:10]([NH:12][C:13]1[CH:24]=[CH:23][C:16]([CH2:17][C@@H:18]([C:20]([OH:22])=[O:21])[NH2:19])=[CH:15][CH:14]=1)=[O:11].[CH:25]1[C:37]2[CH:36]([CH2:38][O:39][C:40](ON3C(=O)CCC3=O)=[O:41])[C:35]3[C:30](=[CH:31][CH:32]=[CH:33][CH:34]=3)[C:29]=2[CH:28]=[CH:27][CH:26]=1.C(=O)([O-])[O-].[Na+].[Na+].O1CCOCC1>O>[Cl:2][C:3]1[CH:8]=[CH:7][CH:6]=[C:5]([Cl:9])[C:4]=1[C:10]([NH:12][C:13]1[CH:24]=[CH:23][C:16]([CH2:17][C@@H:18]([C:20]([OH:22])=[O:21])[NH:19][C:40]([O:39][CH2:38][CH:36]2[C:35]3[CH:34]=[CH:33][CH:32]=[CH:31][C:30]=3[C:29]3[C:37]2=[CH:25][CH:26]=[CH:27][CH:28]=3)=[O:41])=[CH:15][CH:14]=1)=[O:11] |f:0.1,3.4.5|. Procedure details: To a mixture of 4-[[(2,6-dichlorophenyl)carbonyl]amino]-L-phenylalanine hydrochloride salt (30 mmol, 10.59 g), N-(9-fluorenylmethoxycarbonyloxy)succinimide (30 mmol, 10.12 g) and sodium carbonate (300 mmol, 31.8 g) were added dioxane (75 mL) and water (25 mL) at room temperature. The suspension was stirred for 15 h at room temperature at which time TLC analysis of the mixture indicated the absence of starting material. The inorganic solids were filtered through celite and washed with ethyl aceta... Conditions: time 1 hour. RXN SMILES: [OH-].[Na+].[OH:3][C:4]1[C:17]2[C:16](=[O:18])[C:15]3[C:10](=[CH:11][CH:12]=[CH:13][CH:14]=3)[S:9][C:8]=2[CH:7]=[CH:6][CH:5]=1.[Na].Br[CH2:21][C:22]([O:24]CC)=[O:23].Cl>O1CCCC1.O>[C:22]([CH2:21][O:3][C:4]1[C:17]2[C:16](=[O:18])[C:15]3[C:10](=[CH:11][CH:12]=[CH:13][CH:14]=3)[S:9][C:8]=2[CH:7]=[CH:6][CH:5]=1)([OH:24])=[O:23] |f:0.1,^1:18|. Procedure: 24 g sodium hydroxide was refluxed in 400 ml tetrahydrofuran for five minutes. 22.8 g (0.1 mols) hydroxythioxanthone was added and reflux continued for 1 hour, during which time the colour changed to bright red, indicating the formation of the sodium salt of hydroxythioxanthone. 35.1 g (0.21 mols) of ethyl bromoacetate was added and reflux was continued for three hours. After cooling to room temperature, 400 ml of deionised water were added with stirring, and the tetrahydrofuran was distilled ou... Yields the product C(=O)(O)COC1=CC=CC=2SC3=CC=CC=C3C(C12)=O (Carboxymethoxythioxanthone). The reactants are [OH-].[Na+] (sodium hydroxide), BrCC(=O)OCC (ethyl bromoacetate), OC1=CC=CC=2SC3=CC=CC=C3C(C12)=O (hydroxythioxanthone), Cl (hydrochloric acid), OC1=CC=CC=2SC3=CC=CC=C3C(C12)=O (hydroxythioxanthone), [Na] (sodium), ester. Solvent: O1CCCC1 (tetrahydrofuran), O (water). The reactants are C1(CC1)N1C=C(C(C2=C(C(=C(C(=C12)F)F)F)NCCO)=O)C(=O)O (1-cyclopropyl-5-(2-hydroxyethylamino)-6,7,8- trifluoro-1,4-dihydro-4-oxoquinoline-3-carboxylic acid), BrC1=C2CNCC2=CC=C1 (4-bromoisoindoline), C1CCC2=NCCCN2CC1 (DBU). Solvent: CN(C)C=O (DMF). The product is BrC1=C2CN(CC2=CC=C1)C1=C(C(=C2C(C(=CN(C2=C1F)C1CC1)C(=O)O)=O)NCCO)F (7-(4-bromo-2-isoindolinyl) 1-cyclopropyl-5-(2- hydroxyethylamino)-6,8-difluoro-1,4-dihydro-4-oxoquinoline-3-carboxylic acid). The yield is 32.7%. RXN SMILES: [CH:1]1([N:4]2[C:13]3[C:8](=[C:9]([NH:17][CH2:18][CH2:19][OH:20])[C:10]([F:16])=[C:11](F)[C:12]=3[F:14])[C:7](=[O:21])[C:6]([C:22]([OH:24])=[O:23])=[CH:5]2)[CH2:3][CH2:2]1.[Br:25][C:26]1[CH:34]=[CH:33][CH:32]=[C:31]2[C:27]=1[CH2:28][NH:29][CH2:30]2.C1CCN2C(=NCCC2)CC1>CN(C=O)C>[Br:25][C:26]1[CH:34]=[CH:33][CH:32]=[C:31]2[C:27]=1[CH2:28][N:29]([C:11]1[C:12]([F:14])=[C:13]3[C:8]([C:7](=[O:21])[C:6]([C:22]([OH:24])=[O:23])=[CH:5][N:4]3[CH:1]3[CH2:2][CH2:3]3)=[C:9]([NH:17][CH2:18][CH2:19][OH:20])[C:10]=1[F:16])[CH2:30]2. Procedure details: 205 mg of 1-cyclopropyl-5-(2-hydroxyethylamino)-6,7,8- trifluoro-1,4-dihydro-4-oxoquinoline-3-carboxylic acid, 131 mg of 4-bromoisoindoline, 182 mg of DBU, and 1.5 ml of are anhydrous DMF were processed in the same manner as in Example 20 to produce 102 mg of the target compound. The reactants are COC(=O)C=1C(SC2=CC=C(C=C2C1O)Br)=O (6-bromo-4-hydroxy-2-oxo-2H-thiochromene-3-carboxylic acid methyl ester), FC=1C=C(C=CC1)B(O)O (3-fluoro-phenylboronic acid). Procedure: 6-(3-Fluoro-phenyl)-4-hydroxy-2-oxo-2H-thiochromene-3-carboxylic acid methyl ester was prepared from 6-bromo-4-hydroxy-2-oxo-2H-thiochromene-3-carboxylic acid methyl ester under conditions analogous to Example 7(a) using 3-fluoro-phenylboronic acid. 1H NMR (200 MHz, CDCl3): δ (ppm)=8.549 (s, 1H), 7.814-7.664 (m, 2H), 7.463-7.249 (m, 3H), 7.132-7.042 (m, 1H), 4.028 (s, 3H). Product: COC(=O)C=1C(SC2=CC=C(C=C2C1O)C1=CC(=CC=C1)F)=O (6-(3-Fluoro-phenyl)-4-hydroxy-2-oxo-2H-thiochromene-3-carboxylic acid methyl ester). RXN SMILES: [CH3:1][O:2][C:3]([C:5]1[C:6](=[O:17])[S:7][C:8]2[C:13]([C:14]=1[OH:15])=[CH:12][C:11](Br)=[CH:10][CH:9]=2)=[O:4].[F:18][C:19]1[CH:20]=[C:21](B(O)O)[CH:22]=[CH:23][CH:24]=1>>[CH3:1][O:2][C:3]([C:5]1[C:6](=[O:17])[S:7][C:8]2[C:13]([C:14]=1[OH:15])=[CH:12][C:11]([C:23]1[CH:22]=[CH:21][CH:20]=[C:19]([F:18])[CH:24]=1)=[CH:10][CH:9]=2)=[O:4]. The product is CC(C)(O)Cn1ccc(NC(=O)C(CC2CCC(F)(F)C2)c2ccc(S(C)(=O)=O)c(Cl)c2)n1. RXN SMILES: [CH2:43]([Cl:44])[Cl:45].[Cl:20][c:21]1[cH:22][c:23]([CH:31]([C:32](=[O:33])[Cl:34])[CH2:35][CH:36]2[CH2:37][C:38]([F:41])([F:42])[CH2:39][CH2:40]2)[cH:24][cH:25][c:26]1[S:27](=[O:28])(=[O:29])[CH3:30].[NH2:1][c:2]1[n:3][n:4]([CH2:7][C:8]([CH3:9])([OH:10])[CH3:11])[cH:5][cH:6]1.[n:12]1[c:13]([CH3:14])[cH:15][cH:16][cH:17][c:18]1[CH3:19]>>[NH:1]([c:2]1[n:3][n:4]([CH2:7][C:8]([CH3:9])([OH:10])[CH3:11])[cH:5][cH:6]1)[C:32]([CH:31]([c:23]1[cH:22][c:21]([Cl:20])[c:26]([S:27](=[O:28])(=[O:29])[CH3:30])[cH:25][cH:24]1)[CH2:35][CH:36]1[CH2:37][C:38]([F:41])([F:42])[CH2:39][CH2:40]1)=[O:33]. Starting materials: ClCCl, CS(=O)(=O)c1ccc(C(CC2CCC(F)(F)C2)C(=O)Cl)cc1Cl, CC(C)(O)Cn1ccc(N)n1, Cc1cccc(C)n1. Starting materials: BrC1=C(C(=CC(=C1)Cl)N)N (3-Bromo-5-chlorobenzene-1,2-diamine), C(=O)([O-])[O-].[Na+].[Na+] (Na2CO3). Solvent: C(=O)O (formic acid). Reaction conditions: temperature 80 celsius. The product is BrC1=CC(=CC=2NC=NC21)Cl (4-Bromo-6-chloro-1H-benzo[d]imidazole). Yield: 77.0%. RXN SMILES: [Br:1][C:2]1[CH:7]=[C:6]([Cl:8])[CH:5]=[C:4]([NH2:9])[C:3]=1[NH2:10].[C:11]([O-])([O-])=O.[Na+].[Na+]>C(O)=O>[Br:1][C:2]1[C:3]2[N:10]=[CH:11][NH:9][C:4]=2[CH:5]=[C:6]([Cl:8])[CH:7]=1 |f:1.2.3|. Reported procedure: A mixture of 109b (4.3 g, 19.5 mmol) in formic acid (10 mL) was heated at 80° C. for 1 h. After cooled to room temperature, the reaction mixture was poured into aqueous Na2CO3 (30 mL) and the mixture was extracted with ethyl acetate (30 mL×3). The combined organic phase was dried over anhydrous Na2SO4, filtered, and evaporated under reduced pressure to afford 109c as a brown solid (3.5 g, 77%). LCMS: [M+H]+ 233. 1H NMR (500 MHz, CDCl3) δ 10.05 (bs, 1H), 8.18 (s, 1H), 7.64 (bs, 1H), 7.50 (s, 1H). Starting materials: ClC=1C=C2C=C(C=C(C2=CC1)O)C (6-chloro-3-methylnaphthalen-1-ol), C(C=O)(=O)OCC (Ethyl glyoxylate), BrC1=CC=C2C=C(C=C(C2=C1)O)C (7-bromo-3-methylnaphthalen-1-ol), BrC1=CC=C(C=C1)CC(C)=O (1-(4-bromophenyl)propan-2-one). Reagents/catalysts: [Ti](Cl)(Cl)(Cl)Cl (titanium(IV) chloride). Solvent: ClCCl (dichloromethane), ClCCl (dichloromethane). Reaction conditions: time 20 minute. Product: BrC1=CC=C2C=C(C=C(C2=C1)O)C (7-Bromo-3-methylnaphthalen-1-ol), BrC1=CC=C2C=C(C(=C(C2=C1)O)C(C(=O)OCC)O)C (ethyl 2-(7-bromo-1-hydroxy-3-methylnaphthalen-2-yl)-2-hydroxyacetate). RXN SMILES: ClC1C=C2C(=CC=1)C(O)=CC(C)=C2.BrC1C=CC(CC(=O)C)=CC=1.[Br:25][C:26]1[CH:35]=[C:34]2[C:29]([CH:30]=[C:31]([CH3:37])[CH:32]=[C:33]2[OH:36])=[CH:28][CH:27]=1.[C:38]([O:42][CH2:43][CH3:44])(=[O:41])[CH:39]=[O:40]>ClCCl.[Ti](Cl)(Cl)(Cl)Cl>[Br:25][C:26]1[CH:35]=[C:34]2[C:29]([CH:30]=[C:31]([CH3:37])[CH:32]=[C:33]2[OH:36])=[CH:28][CH:27]=1.[Br:25][C:26]1[CH:35]=[C:34]2[C:29]([CH:30]=[C:31]([CH3:37])[C:32]([CH:39]([OH:40])[C:38]([O:42][CH2:43][CH3:44])=[O:41])=[C:33]2[OH:36])=[CH:28][CH:27]=1. Procedure details: 7-Bromo-3-methylnaphthalen-1-ol was prepared in a similar manner as 6-chloro-3-methylnaphthalen-1-ol in Example 5 except using 1-(4-bromophenyl)propan-2-one instead of 1-(3-chlorophenyl)propan-2-one. To a solution of 7-bromo-3-methylnaphthalen-1-ol (11.5 g, 48.5 mmol) in dichloromethane (145 mL) at 0° C. was added a 1 M titanium(IV) chloride solution in dichloromethane (48.5 mL, 48.5 mmol) and stirred for 20 min. Ethyl glyoxylate (50% solution in PhCH3, 10.6 mL, 53.3 mmol) was added over 15 minu... The reactants are COc1ccc(Cn2c(=O)n(C3CCN(C(=O)OC(C)(C)C)C3)c3ccc(C#N)cc32)cc1Cl, CCOC(C)=O. Product: COc1ccc(Cn2c(=O)n(C3CCNC3)c3ccc(C#N)cc32)cc1Cl. RXN SMILES: [C:1]([O:2][C:3](=[O:4])[N:8]1[CH2:9][CH:10]([n:13]2[c:14](=[O:34])[n:15]([CH2:24][c:25]3[cH:26][c:27]([Cl:33])[c:28]([O:31][CH3:32])[cH:29][cH:30]3)[c:16]3[c:17]2[cH:18][cH:19][c:20]([C:22]#[N:23])[cH:21]3)[CH2:11][CH2:12]1)([CH3:5])([CH3:6])[CH3:7].[CH3:35][CH2:36][O:37][C:38](=[O:39])[CH3:40]>>[NH:8]1[CH2:9][CH:10]([n:13]2[c:14](=[O:34])[n:15]([CH2:24][c:25]3[cH:26][c:27]([Cl:33])[c:28]([O:31][CH3:32])[cH:29][cH:30]3)[c:16]3[c:17]2[cH:18][cH:19][c:20]([C:22]#[N:23])[cH:21]3)[CH2:11][CH2:12]1. As a reaction SMILES: [CH3:23][N:24]([CH3:25])[CH:26]=[O:27].[Cl:17][C:18]([C:19]([Cl:20])=[O:21])=[O:22].[Cl:1][c:2]1[c:3]([C:14](=[O:15])[OH:16])[n:4][o:5][c:6]1-[c:7]1[cH:8][cH:9][c:10]([Cl:13])[cH:11][cH:12]1.[Cl:28][CH2:29][Cl:30]>>[Cl:1][c:2]1[c:3]([C:14](=[O:16])[Cl:17])[n:4][o:5][c:6]1-[c:7]1[cH:8][cH:9][c:10]([Cl:13])[cH:11][cH:12]1. Product: O=C(Cl)c1noc(-c2ccc(Cl)cc2)c1Cl. Starting materials: CN(C)C=O, O=C(Cl)C(=O)Cl, O=C(O)c1noc(-c2ccc(Cl)cc2)c1Cl, ClCCl. Reactants: CC(C)(C)OC(=O)N1CC(C1)OC2=CC(=C(C=C2)N)OC, C1=CC2=NC=C(N2C=C1)C3=NC(=NC=C3Cl)Cl. The reagents and catalysts are C(=O)([O-])[O-].[Cs+].[Cs+], CC1(C2=C(C(=CC=C2)P(C3=CC=CC=C3)C4=CC=CC=C4)OC5=C1C=CC=C5P(C6=CC=CC=C6)C7=CC=CC=C7)C, CC(=O)O.CC(=O)O.[Pd]. The solvent is C1COCCO1. Reaction conditions: temperature 105 celsius. Product: COC1=C(C=CC(=C1)OC2CNC2)NC3=NC=C(C(=N3)C4=CN=C5N4C=CC=C5)Cl. The yield is 0.0%. Procedure: 3-(2,5-dichloropyrimidin-4-yl)imidazo[1,2-a]pyridine (100 mg, 0.38 mmol) _,_ tert-butyl 3-(4-amino-3-methoxyphenoxy)azetidine-1-carboxylate (111 mg, 0.38 mmol) _,_ CESIUM CARBONATE (246 mg, 0.75 mmol) _,_ diacetoxypalladium (3.39 mg, 0.02 mmol) _and_ 9,9-DIMETHYL-4,5-BIS(DIPHENYLPHOSPHINO)XANTHENE (17.46 mg, 0.03 mmol) ___were_ ___suspended_ _in_ 1,4-dioxane (1 ml) _and degased with argon.The reaction  was heated from 60°C to 105°C for 3 hours.Doubt about the LCMS,deprotection of the BOC with TF...